Task: describe an organic reaction: reactants, conditions, products, and yield. Dataset: the Open Reaction Database (ORD), a public repository of structured organic reaction records The reactants are acid chloride, O\N=C(\C)/N ((Z)-N′-hydroxyacetamidine), ClC1=C2C(=NC=C1)C=C(S2)C(=O)[O-].[Li+] (lithium 7-chlorothieno[3,2-b]pyridine-2-carboxylate), C(C(=O)Cl)(=O)Cl (oxalyl dichloride). The reagents and catalysts are CN(C)C=O (DMF). The solvent is C=1(C(=CC=CC1)C)C.N1=CC=CC=C1 (xylene pyridine), C(Cl)Cl (CH2Cl2), C(Cl)Cl (CH2Cl2). Run at time 2.5 hour. Yields the product ClC1=C2C(=NC=C1)C=C(S2)C2=NC(=NO2)C (7-chloro-2-(3-methyl-1,2,4-oxadiazol-5-yl)thieno[3,2-b]pyridine). Reaction SMILES: [Cl:1][C:2]1[CH:7]=[CH:6][N:5]=[C:4]2[CH:8]=[C:9]([C:11]([O-:13])=O)[S:10][C:3]=12.[Li+].C(Cl)(=O)C(Cl)=O.O/[N:22]=[C:23](\[NH2:25])/[CH3:24]>CN(C=O)C.C(Cl)Cl.C1(C)C(C)=CC=CC=1.N1C=CC=CC=1>[Cl:1][C:2]1[CH:7]=[CH:6][N:5]=[C:4]2[CH:8]=[C:9]([C:11]3[O:13][N:25]=[C:23]([CH3:24])[N:22]=3)[S:10][C:3]=12 |f:0.1,6.7|. Reported procedure: To a mixture of lithium 7-chlorothieno[3,2-b]pyridine-2-carboxylate (2.125 g, 9.7 mmol) and DMF (20 drops) in CH2Cl2(35 mL), oxalyl dichloride (1.3 ml, 15 mmol) was added dropwise. The mixture was stirred at RT for 2.5 h and then was concentrated to give a yellow solid. The resultant crude acid chloride and (Z)-N′-hydroxyacetamidine (1.4 g, 19 mmol) were heated at 140° C. in xylene/pyridine (6/1, 35 mL) for 1 h. The mixture was diluted with CH2Cl2, and then washed with water, then sat. NaHCO3 an... Reactants: BrC=1C=C(C(=O)Cl)C=CC1 (3-bromobenzoic chloride), Cl.NC1=C(C=C(O)C=C1)O (4-aminoresorcinol hydrochloride), [OH-].[Na+] (sodium hydroxide). Run in CO (methanol). Reaction conditions: time 2 hour. Yields the product BrC=1C=C(C=CC1)C=1OC2=C(N1)C=CC(=C2)O (2-(3-bromophenyl)-6-hydroxybenzoxazole). Yield: 22.4%. As a reaction SMILES: [Br:1][C:2]1[CH:3]=[C:4]([CH:8]=[CH:9][CH:10]=1)[C:5](Cl)=[O:6].Cl.[NH2:12][C:13]1[CH:19]=[CH:18][C:16]([OH:17])=[CH:15][C:14]=1O.[OH-].[Na+]>CO>[Br:1][C:2]1[CH:3]=[C:4]([C:5]2[O:6][C:14]3[CH:15]=[C:16]([OH:17])[CH:18]=[CH:19][C:13]=3[N:12]=2)[CH:8]=[CH:9][CH:10]=1 |f:1.2,3.4|. Procedure: 14.1 ml (107 mmol) of 3-bromobenzoic chloride and 1.7 g (10.5 mmol) of 4-aminoresorcinol hydrochloride were introduced into a three-necked flask provided with a thermometer and a cooling condenser, and the mixture was heated at 90° to 145° C. for 30 minutes. To the residue, an aqueous solution of sodium hydroxide and methanol were added into a homogeneous solution which was then stirred at room temperature for 2 hours. The reaction solution was extracted twice with ethyl acetate and washed with ... The reactants are BrCC1=CC(=C(C=C1)Cl)C(F)(F)F (4-(bromomethyl)-1-chloro-2-(trifluoromethyl)benzene), [B-](C1=CC=C(C=C1)C=O)(F)(F)F.[K+] (potassium trifluoro(4-formylphenyl)borate), C(=O)([O-])[O-].[Cs+].[Cs+] (Cs2CO3). The reagents and catalysts are C1=CC=C(C=C1)P([C-]2C=CC=C2)C3=CC=CC=C3.C1=CC=C(C=C1)P([C-]2C=CC=C2)C3=CC=CC=C3.Cl[Pd]Cl.[Fe+2].C(Cl)Cl (PdCl2(dppf) CH2Cl2). Run in COC1CCCC1 (cyclopentyl methyl ether), O (water). Reaction conditions: temperature 80 celsius, time 8 hour. Product: ClC1=C(C=C(CC2=CC=C(C=O)C=C2)C=C1)C(F)(F)F (4-(4-chloro-3-(trifluoromethyl)benzyl)benzaldehyde). Isolated yield 51.9%. Reaction SMILES: Br[CH2:2][C:3]1[CH:8]=[CH:7][C:6]([Cl:9])=[C:5]([C:10]([F:13])([F:12])[F:11])[CH:4]=1.[B-](F)(F)(F)[C:15]1[CH:20]=[CH:19][C:18]([CH:21]=[O:22])=[CH:17][CH:16]=1.[K+].C([O-])([O-])=O.[Cs+].[Cs+]>COC1CCCC1.O.C1C=CC(P(C2C=CC=CC=2)[C-]2C=CC=C2)=CC=1.C1C=CC(P(C2C=CC=CC=2)[C-]2C=CC=C2)=CC=1.Cl[Pd]Cl.[Fe+2].C(Cl)Cl>[Cl:9][C:6]1[CH:7]=[CH:8][C:3]([CH2:2][C:15]2[CH:20]=[CH:19][C:18]([CH:21]=[O:22])=[CH:17][CH:16]=2)=[CH:4][C:5]=1[C:10]([F:13])([F:12])[F:11] |f:1.2,3.4.5,8.9.10.11.12|. Procedure details: To a suspension of 4-(bromomethyl)-1-chloro-2-(trifluoromethyl)benzene (4.5 g, 16.45 mmol), potassium trifluoro(4-formylphenyl)borate (3.52 g, 16.62 mmol), PdCl2(dppf)-CH2Cl2 adduct (0.672 g, 0.823 mmol) and Cs2CO3 (16.08 g, 49.4 mmol) in cyclopentyl methyl ether (100 mL) and water (100 mL). The mixture was charged with Argon and stirred for overnight at 80° C. The result mixture was cooled to room temperature and partitioned with water 100 mL and ethyl acetate 100 mL. The organic phase was wash... The reactants are C(CCC)C=1N(C(N(N1)C1=C(C=CC(=C1)NC(CC)=O)C(F)(F)F)=O)CC1=CC=C(C=C1)C1=C(C=CC=C1)S(N)(=O)=O (5-n-butyl-2,4-dihydro-2-[5-(propionylamino)-2-(trifluoromethyl)phenyl]-4-[(2'-sulfamoylbiphenyl-4-yl)methyl]-3H-1,2,4-triazol-3-one), ClC1=C(C(=O)O)C=CC=C1 (2-chlorobenzoic acid), C1=CN(C=N1)C(=O)N2C=CN=C2 (CDI), C1CCC2=NCCCN2CC1 (DBU). Product: crude product, C(CCC)C=1N(C(N(N1)C1=C(C=CC(=C1)NC(CC)=O)C(F)(F)F)=O)CC1=CC=C(C=C1)C1=C(C=CC=C1)S(NC(C1=C(C=CC=C1)Cl)=O)(=O)=O (5-n-Butyl-4-[[2'-[N-(2-chlorobenzoyl)sulfamoyl]biphenyl-4-yl]methyl]-2,4-dihydro-2-[5-(propionylamino)-2-(trifluoromethyl)phenyl]-3H-1,2,4-triazol-3-one). Yield: 50.0%. RXN SMILES: [CH2:1]([C:5]1[N:6]([CH2:26][C:27]2[CH:32]=[CH:31][C:30]([C:33]3[CH:38]=[CH:37][CH:36]=[CH:35][C:34]=3[S:39](=[O:42])(=[O:41])[NH2:40])=[CH:29][CH:28]=2)[C:7](=[O:25])[N:8]([C:10]2[CH:15]=[C:14]([NH:16][C:17](=[O:20])[CH2:18][CH3:19])[CH:13]=[CH:12][C:11]=2[C:21]([F:24])([F:23])[F:22])[N:9]=1)[CH2:2][CH2:3][CH3:4].[Cl:43][C:44]1[CH:52]=[CH:51][CH:50]=[CH:49][C:45]=1[C:46](O)=[O:47].C1N=CN(C(N2C=NC=C2)=O)C=1.C1CCN2C(=NCCC2)CC1>>[CH2:1]([C:5]1[N:6]([CH2:26][C:27]2[CH:28]=[CH:29][C:30]([C:33]3[CH:38]=[CH:37][CH:36]=[CH:35][C:34]=3[S:39](=[O:42])(=[O:41])[NH:40][C:46](=[O:47])[C:45]3[CH:49]=[CH:50][CH:51]=[CH:52][C:44]=3[Cl:43])=[CH:31][CH:32]=2)[C:7](=[O:25])[N:8]([C:10]2[CH:15]=[C:14]([NH:16][C:17](=[O:20])[CH2:18][CH3:19])[CH:13]=[CH:12][C:11]=2[C:21]([F:24])([F:23])[F:22])[N:9]=1)[CH2:2][CH2:3][CH3:4]. Reported procedure: Following the procedure of Example 51, 5-n-butyl-2,4-dihydro-2-[5-(propionylamino)-2-(trifluoromethyl)phenyl]-4-[(2'-sulfamoylbiphenyl-4-yl)methyl]-3H-1,2,4-triazol-3-one (from Step F) was reacted with 2-chlorobenzoic acid (3 equivalents), CDI (3 equiv), and DBU (3 equiv). Flash chromatography of the crude product on silica gel (gradient elution with 0.5-2% MeOH in CH2Cl2) afforded a 50% yield of the title compound as a solid, mp 102°-105° C.; homogeneous by TLC in 9:1 CH2Cl2 --MeOH; mass spectr... Starting materials: OC1CC(OC2=CC=C(C=C12)B(O)O)(C)C ((4-hydroxy-2,2-dimethyl-3,4-dihydro-2H-chromen-6-yl)boronic acid), BrC1=C(N=C(N(C1=O)CC1=CC=C(C=C1)C=1C(=CC=CC1)C#N)CCC)C (4′-[(5-bromo-4-methyl-6-oxo-2-propylpyrimidin-1(6H)-yl)methyl]biphenyl-2-carbonitrile). Reagents/catalysts: C1=CC=C(C=C1)P([C-]2C=CC=C2)C3=CC=CC=C3.C1=CC=C(C=C1)P([C-]2C=CC=C2)C3=CC=CC=C3.Cl[Pd]Cl.[Fe+2] ([1,1′-bis(diphenylphosphino)ferrocene]dichloropalladium). Solvent: C(C)(=O)OCC (ethyl acetate), O1CCOCC1 (1,4-dioxane), C([O-])([O-])=O.[Cs+].[Cs+] (cesium carbonate). Reaction conditions: temperature 100 celsius, time 8 hour. Product: OC1CC(OC2=CC=C(C=C12)C1=C(N=C(N(C1=O)CC1=CC=C(C=C1)C=1C(=CC=CC1)C#N)CCC)C)(C)C (4′-{[5-(4-hydroxy-2,2-dimethyl-3,4-dihydro-2H-chromen-6-yl)-4-methyl-6-oxo-2-propylpyrimidin-1(6H)-yl]methyl}biphenyl-2-carbonitrile). Yield: 76.4%. RXN SMILES: [OH:1][CH:2]1[C:11]2[C:6](=[CH:7][CH:8]=[C:9](B(O)O)[CH:10]=2)[O:5][C:4]([CH3:16])([CH3:15])[CH2:3]1.Br[C:18]1[C:23](=[O:24])[N:22]([CH2:25][C:26]2[CH:31]=[CH:30][C:29]([C:32]3[C:33]([C:38]#[N:39])=[CH:34][CH:35]=[CH:36][CH:37]=3)=[CH:28][CH:27]=2)[C:21]([CH2:40][CH2:41][CH3:42])=[N:20][C:19]=1[CH3:43]>O1CCOCC1.C(=O)([O-])[O-].[Cs+].[Cs+].C(OCC)(=O)C.C1C=CC(P(C2C=CC=CC=2)[C-]2C=CC=C2)=CC=1.C1C=CC(P(C2C=CC=CC=2)[C-]2C=CC=C2)=CC=1.Cl[Pd]Cl.[Fe+2]>[OH:1][CH:2]1[C:11]2[C:6](=[CH:7][CH:8]=[C:9]([C:18]3[C:23](=[O:24])[N:22]([CH2:25][C:26]4[CH:27]=[CH:28][C:29]([C:32]5[C:33]([C:38]#[N:39])=[CH:34][CH:35]=[CH:36][CH:37]=5)=[CH:30][CH:31]=4)[C:21]([CH2:40][CH2:41][CH3:42])=[N:20][C:19]=3[CH3:43])[CH:10]=2)[O:5][C:4]([CH3:16])([CH3:15])[CH2:3]1 |f:3.4.5,7.8.9.10|. Procedure: A mixture of (4-hydroxy-2,2-dimethyl-3,4-dihydro-2H-chromen-6-yl)boronic acid (0.79 g), [1,1′-bis(diphenylphosphino)ferrocene]dichloropalladium (0.1 g) and 4′-[(5-bromo-4-methyl-6-oxo-2-propylpyrimidin-1(6H)-yl)methyl]biphenyl-2-carbonitrile (1 g) in 1,4-dioxane (10 mL) and 2 M cesium carbonate (4 mL) was stirred overnight at 100° C. under an argon atmosphere. After cooling, the reaction mixture was diluted with ethyl acetate, washed with water, dried over sodium sulfate and concentrated. The re... Reported procedure: To a solution of crude 2-(1-hydroxyl-2-methylsulfonylethyl)-4,9-dimethoxy-naphtho[2,3-b]furan from previous step in 40 mL of acetonitrile/water (4:1) in an ice bath, a solution of 4.4 grams (8 mmoles) of cerium ammonium nitrate and 1.34 gram (8 mmoles) of potassium bromated in 40 mL of acetonitrile/water (1:4) was added dropwise over 20 minutes. The resulting mixture was further stirred for 120 minutes in an ice bath, and then was evaporated to remove acetonitrile. The remaining aqueous solution... Product: OC(=CS(=O)(=O)C)C1=CC2=C(O1)C(C1=CC=CC=C1C2=O)=O (2-(1-hydroxyl-2-methylsulfonyl-ethenyl)-naphtho[2,3-b]furan-4,9-dione). Reaction SMILES: [OH:1][CH:2]([C:8]1[O:12][C:11]2[C:13]([O:23]C)=[C:14]3[C:19](=[C:20]([O:21]C)[C:10]=2[CH:9]=1)[CH:18]=[CH:17][CH:16]=[CH:15]3)[CH2:3][S:4]([CH3:7])(=[O:6])=[O:5].[N+]([O-])([O-])=O.[NH4+].[Ce].[K]>C(#N)C.O>[OH:1][C:2]([C:8]1[O:12][C:11]2[C:13](=[O:23])[C:14]3[C:19]([C:20](=[O:21])[C:10]=2[CH:9]=1)=[CH:18][CH:17]=[CH:16][CH:15]=3)=[CH:3][S:4]([CH3:7])(=[O:6])=[O:5] |f:1.2.3,5.6,^1:30|. Run at time 120 minute. Yield: 51.0%. The solvent is C(C)#N.O (acetonitrile water), C(C)#N.O (acetonitrile water). Reactants: OC(CS(=O)(=O)C)C1=CC2=C(O1)C(=C1C=CC=CC1=C2OC)OC (2-(1-hydroxyl-2-methylsulfonylethyl)-4,9-dimethoxy-naphtho[2,3-b]furan), [N+](=O)([O-])[O-].[NH4+].[Ce] (cerium ammonium nitrate), [K] (potassium).